Dataset: the Open Reaction Database (ORD), a public repository of structured organic reaction records. Task: describe an organic reaction: reactants, conditions, products, and yield Reactants: NC1=CC=C(C(=O)O)C=C1 (p-aminobenzoic acid), C1(\C=C/C(=O)O1)=O (maleic acid anhydride). Run in C(C)(=O)O (acetic acid). The product is C(=O)(O)C1=CC=C(C=C1)N1C(C=CC1=O)=O (N-(p-carboxyphenyl) maleimide). RXN SMILES: [NH2:1][C:2]1[CH:10]=[CH:9][C:5]([C:6]([OH:8])=[O:7])=[CH:4][CH:3]=1.[C:11]1(=O)[O:16][C:14](=[O:15])[CH:13]=[CH:12]1>C(O)(=O)C>[C:6]([C:5]1[CH:9]=[CH:10][C:2]([N:1]2[C:14](=[O:15])[CH:13]=[CH:12][C:11]2=[O:16])=[CH:3][CH:4]=1)([OH:8])=[O:7]. Procedure details: 41.1 g (0.3 mol) of p-aminobenzoic acid and 300 ME of acetic acid were put into a 250 Ml flask, dissolved, and then 29.4 g (0.3 mol) of maleic acid anhydride was slowly added at 10° C. to obtain a yellow precipitate. This yellow precipitate was recrystallized using a mixed solution of DMF and ethanol (50:50, w/w). The recrystallized intermediate was treated at 85° C. for 15 minutes using sodium acetate and acetic acid anhydride, cooled to room temperature, and then precipitated using an ice wate... The reactants are COC(=O)c1ccc(C=CCc2cncn2C)cc1-c1ccc(F)cc1, O=C(O)c1ccc(C=CCc2cnc[nH]2)cc1-c1ccc(F)cc1. Product: Cn1cncc1CC=Cc1ccc(C(=O)O)c(-c2ccc(F)cc2)c1. RXN SMILES: [CH3:1][n:2]1[cH:3][n:4][cH:5][c:6]1[CH2:7][CH:8]=[CH:9][c:10]1[cH:11][c:12](-[c:20]2[cH:21][cH:22][c:23]([F:26])[cH:24][cH:25]2)[c:13]([C:14](=[O:15])[O:16][CH3:17])[cH:18][cH:19]1.[nH:27]1[c:28]([CH2:29][CH:30]=[CH:31][c:32]2[cH:33][cH:34][c:35]([C:36]([OH:37])=[O:38])[c:39](-[c:40]3[cH:41][cH:42][c:43]([F:44])[cH:45][cH:46]3)[cH:47]2)[cH:48][n:49][cH:50]1>>[CH3:1][n:2]1[cH:3][n:4][cH:5][c:6]1[CH2:7][CH:8]=[CH:9][c:10]1[cH:11][c:12](-[c:20]2[cH:21][cH:22][c:23]([F:26])[cH:24][cH:25]2)[c:13]([C:14](=[O:15])[OH:16])[cH:18][cH:19]1. The reactants are CO, CC(C(N)=O)c1ccc2c(c1)C(=O)Cc1c(Cl)cccc1S2, Cl, [Na+], C1CCOC1, [OH-], O. Yields the product CC(C(=O)O)c1ccc2c(c1)C(=O)Cc1c(Cl)cccc1S2. Reaction SMILES: [CH3:32][OH:33].[Cl:1][c:2]1[cH:3][cH:4][cH:5][c:6]2[c:7]1[CH2:8][C:9](=[O:22])[c:10]1[c:11]([cH:13][cH:14][c:15]([CH:17]([C:18](=[O:19])[NH2:20])[CH3:21])[cH:16]1)[S:12]2.[ClH:25].[Na+:24].[O:27]1[CH2:28][CH2:29][CH2:30][CH2:31]1.[OH-:23].[OH2:26]>>[Cl:1][c:2]1[cH:3][cH:4][cH:5][c:6]2[c:7]1[CH2:8][C:9](=[O:22])[c:10]1[c:11]([cH:13][cH:14][c:15]([CH:17]([C:18](=[O:19])[OH:23])[CH3:21])[cH:16]1)[S:12]2. Starting materials: O (water), [H][H] (hydrogen), O=CC[C@H](O)[C@H](O)CO (2-Deoxy-D-ribose), C(C1=CC=CC=C1)N (benzylamine). The reagents and catalysts are [Pt]=O (platinum oxide). Run in CO (methanol). The product is C(C1=CC=CC=C1)NCC[C@@H]([C@H](CO)O)O (5-(benzylamino)-1,2(S),3(S)-trihydroxypentane). Yield: 59.5%. As a reaction SMILES: O=[CH:2][CH2:3][C@@H:4]([C@@H:6]([CH2:8][OH:9])[OH:7])[OH:5].[CH2:10]([NH2:17])[C:11]1[CH:16]=[CH:15][CH:14]=[CH:13][CH:12]=1.O.[H][H]>CO.[Pt]=O>[CH2:10]([NH:17][CH2:2][CH2:3][C@H:4]([OH:5])[C@@H:6]([OH:7])[CH2:8][OH:9])[C:11]1[CH:16]=[CH:15][CH:14]=[CH:13][CH:12]=1. Procedure details: 2-Deoxy-D-ribose (100 g; 0.746 mole) and benzylamine (96 g; 0.897 mole) were dissolved in methanol (400 ml) and water (40 ml) and hydrogenated at 50° C and 50 p.s.i. in the presence of platinum oxide catalyst (4.0 g) until hydrogen uptake was complete. The catalyst was filtered off and the filtrate was cooled in an ice bath. The resulting crystalline precipitate was collected, washed with cold methanol, and dried to give 5-(benzylamino)-1,2(S),3(S)-trihydroxypentane (100 g; 59.5% yield). A sampl...